Dataset: the Open Reaction Database (ORD), a public repository of structured organic reaction records. Task: describe an organic reaction: reactants, conditions, products, and yield Starting materials: C(C(O)C(O)C(=O)O)(=O)O (tartaric acid), [H-].C(C(C)C)[Al+]CC(C)C (diisobutylaluminum hydride), CC1(C=2C=CC(=CC2C(CC1)(C)C)C#CC1=CC=C(C#N)C=C1)C (4-[(5,6,7,8-tetrahydro-5,5,8,8-tetramethylnaphth-2-yl)-ethynyl]-benzonitril). The solvent is CCCCCC (hexane), CCOCC (ether). Reaction conditions: time 40 minute. Product: CC1(C=2C=CC(=CC2C(CC1)(C)C)C#CC1=CC=C(C=O)C=C1)C (4-[(5,6,7,8-Tetrahydro-5,5,8,8-tetramethylnaphth-2-yl)-ethynyl]-benzaldehyde). The yield is 38.0%. As a reaction SMILES: [H-].C([Al+]CC(C)C)C(C)C.[CH3:11][C:12]1([CH3:34])[CH2:21][CH2:20][C:19]([CH3:23])([CH3:22])[C:18]2[CH:17]=[C:16]([C:24]#[C:25][C:26]3[CH:33]=[CH:32][C:29]([C:30]#N)=[CH:28][CH:27]=3)[CH:15]=[CH:14][C:13]1=2.C(O)(=O)C(C(C(O)=O)O)[OH:37]>CCCCCC.CCOCC>[CH3:11][C:12]1([CH3:34])[CH2:21][CH2:20][C:19]([CH3:23])([CH3:22])[C:18]2[CH:17]=[C:16]([C:24]#[C:25][C:26]3[CH:33]=[CH:32][C:29]([CH:30]=[O:37])=[CH:28][CH:27]=3)[CH:15]=[CH:14][C:13]1=2 |f:0.1|. Reported procedure: 56 ml (67 millimoles) of a 20% strength solution of diisobutylaluminum hydride in hexane were added to a solution of 10 g (32 millimoles) of 4-[(5,6,7,8-tetrahydro-5,5,8,8-tetramethylnaphth-2-yl)-ethynyl]-benzonitrile (Example 1) in 120 ml of absolute ether. The mixture was stirred for a further 40 minutes, 150 ml of saturated tartaric acid solution were added dropwise and stirring was continued for a further hour. Thereafter, the mixture was extracted three times with ether and the combined eth... The reactants are CCOC(=O)C (EtOAc), O(C1=CC=CC=C1)CCCCN1C(C2=CC=CC=C2C1=O)=O (2-(4-phenoxybutyl)1H-isoindole-1,3(2H)-dione), NN (hydrazine), O (water). Solvent: CCO (EtOH). Conditions: time 1.5 hour. Yields the product O(C1=CC=CC=C1)CCCCN ((4-Phenoxybutyl)amine). The yield is 0.1%. As a reaction SMILES: [O:1]([CH2:8][CH2:9][CH2:10][CH2:11][N:12]1C(=O)C2C(=CC=CC=2)C1=O)[C:2]1[CH:7]=[CH:6][CH:5]=[CH:4][CH:3]=1.NN.O.CCOC(C)=O>CCO>[O:1]([CH2:8][CH2:9][CH2:10][CH2:11][NH2:12])[C:2]1[CH:7]=[CH:6][CH:5]=[CH:4][CH:3]=1. Procedure details: A mixture of 2-(4-phenoxybutyl)1H-isoindole-1,3(2H)-dione (10.10 g, 3.27 mmol) and 25% hydrazine solution in water (2.88 ml, 13.10 mmol) in EtOH (30 ml) was warmed at reflux. After 1.5 h, EtOAc was added and the mixture was extracted with brine. The combined aqueous phases were then re-extracted with EtOAc and all the organic phases combined. These were then extracted with 1N HCl, the acidic aqueous phases combined, basified with 2N NaOH and re-extracted into EtOAc before evaporating to dryness ... Reactants: CC1=CC=C(C(=O)C2=CC=C(C=C2)C)C=C1 (4,4′-dimethylbenzophenone), [OH-].[K+] (potassium hydroxide), Cl (hydrochloric acid), C(C)(C)(C)C=1C=C(CC1)C (3-tert-butyl-1-methyl-cyclopentadiene). Run in C(OC)COC (dimethoxy ethane), C(OC)COC (dimethoxy ethane). Yields the product C(C)(C)(C)C=1C=C(C(C1)=C(C1=CC=C(C=C1)C)C1=CC=C(C=C1)C)C (3-tert-butyl-1-methyl-6,6-di-(p-tolyl)fulvene), solid. The yield is 43.0%. As a reaction SMILES: [OH-].[K+].[C:3]([C:7]1[CH:8]=[C:9]([CH3:12])[CH2:10][CH:11]=1)([CH3:6])([CH3:5])[CH3:4].[CH3:13][C:14]1[CH:28]=[CH:27][C:17]([C:18]([C:20]2[CH:25]=[CH:24][C:23]([CH3:26])=[CH:22][CH:21]=2)=O)=[CH:16][CH:15]=1.Cl>C(COC)OC>[C:3]([C:7]1[CH:8]=[C:9]([CH3:12])[C:10](=[C:18]([C:20]2[CH:25]=[CH:24][C:23]([CH3:26])=[CH:22][CH:21]=2)[C:17]2[CH:27]=[CH:28][C:14]([CH3:13])=[CH:15][CH:16]=2)[CH:11]=1)([CH3:6])([CH3:5])[CH3:4] |f:0.1|. Procedure: In a 200 ml three-necked flask equipped with a magnetic stirrer chip and three-way cock thoroughly purged with nitrogen, 1.56 g of powdery potassium hydroxide (27.8 mmol) and 100 ml of dehydrated dimethoxy ethane were added in a nitrogen atmosphere. To the suspension, 2.46 g of 3-tert-butyl-1-methyl-cyclopentadiene (18.0 mmol) was gradually added dropwise at room temperature and stirred under reflux for 2 hr. To the reaction solution, a solution prepared by dissolving 3.99 g of 4,4′-dimethylbenz...